describe an organic reaction: reactants, conditions, products, and yield From a dataset of the Open Reaction Database (ORD), a public repository of structured organic reaction records. The reactants are 4-(3-ethoxy-2,2-dimethyl)propoxyphenyl borate, BrC=1C=CC2=C(C=C(CCS2(=O)=O)C(=O)NC2=CC=C(C=C2)CN(C2CCOCC2)C)C1 (7-bromo-N-[4-[[N-methyl-N-(tetrahydropyran-4-yl)amino]methyl]phenyl]-1,1-dioxo-2,3-dihydro-1-benzothiepine-4-carboxamide), C([O-])([O-])=O.[K+].[K+] (potassium carbonate), C(C)O (ethanol), O (water), C1(=CC=CC=C1)C (toluene). The reagents and catalysts are C=1C=CC(=CC1)[P](C=2C=CC=CC2)(C=3C=CC=CC3)[Pd]([P](C=4C=CC=CC4)(C=5C=CC=CC5)C=6C=CC=CC6)([P](C=7C=CC=CC7)(C=8C=CC=CC8)C=9C=CC=CC9)[P](C=1C=CC=CC1)(C=1C=CC=CC1)C=1C=CC=CC1 (tetrakistriphenylphosphinepalladium). The solvent is [Cl-].[Na+].O (brine). Reaction conditions: temperature 100 celsius, time 8 hour. The product is C(C)OCC(COC1=CC=C(C=C1)C=1C=CC2=C(C=C(CCS2(=O)=O)C(=O)NC2=CC=C(C=C2)CN(C2CCOCC2)C)C1)(C)C (7-[4-(3-ethoxy-2,2-dimethylpropoxy)phenyl]-N-[4-[[N-methyl-N-(tetrahydropyran-4-yl)amino]methyl]phenyl]-1,1-dioxo-2,3-dihydro-1-benzothiepine-4-carboxamide). Reaction SMILES: Br[C:2]1[CH:3]=[CH:4][C:5]2[S:11](=[O:13])(=[O:12])[CH2:10][CH2:9][C:8]([C:14]([NH:16][C:17]3[CH:22]=[CH:21][C:20]([CH2:23][N:24]([CH3:31])[CH:25]4[CH2:30][CH2:29][O:28][CH2:27][CH2:26]4)=[CH:19][CH:18]=3)=[O:15])=[CH:7][C:6]=2[CH:32]=1.[C:33](=[O:36])([O-])[O-].[K+].[K+].[CH2:39]([OH:41])[CH3:40].O.[C:43]1(C)[CH:48]=[CH:47][CH:46]=[CH:45][CH:44]=1>[Cl-].[Na+].O.C1C=CC([P]([Pd]([P](C2C=CC=CC=2)(C2C=CC=CC=2)C2C=CC=CC=2)([P](C2C=CC=CC=2)(C2C=CC=CC=2)C2C=CC=CC=2)[P](C2C=CC=CC=2)(C2C=CC=CC=2)C2C=CC=CC=2)(C2C=CC=CC=2)C2C=CC=CC=2)=CC=1>[CH2:39]([O:41][CH2:5][C:6]([CH3:32])([CH3:7])[CH2:33][O:36][C:43]1[CH:44]=[CH:45][C:46]([C:2]2[CH:3]=[CH:4][C:5]3[S:11](=[O:12])(=[O:13])[CH2:10][CH2:9][C:8]([C:14]([NH:16][C:17]4[CH:18]=[CH:19][C:20]([CH2:23][N:24]([CH3:31])[CH:25]5[CH2:30][CH2:29][O:28][CH2:27][CH2:26]5)=[CH:21][CH:22]=4)=[O:15])=[CH:7][C:6]=3[CH:32]=2)=[CH:47][CH:48]=1)[CH3:40] |f:1.2.3,7.8.9,^1:56,58,77,96|. Reported procedure: A mixture of 4-(3-ethoxy-2,2-dimethyl)propoxyphenyl borate (189 mg), 7-bromo-N-[4-[[N-methyl-N-(tetrahydropyran-4-yl)amino]methyl]phenyl]-1,1-dioxo-2,3-dihydro-1-benzothiepine-4-carboxamide (300 mg) and potassium carbonate (208 mg) was suspended in toluene (15 ml), ethanol (1.5 ml) and water (1.5 ml), and the suspension was stirred under argon atmosphere for 30 minutes. To the mixture was added tetrakistriphenylphosphinepalladium (47 mg), and the mixture was stirred under argon atmosphere at 100...